From a dataset of the Open Reaction Database (ORD), a public repository of structured organic reaction records. describe an organic reaction: reactants, conditions, products, and yield Reactants: FC(OC1=CC=C(C=C1)CN)(F)F ((4-(trifluoromethoxy)phenyl)methanamine), COC1=C(C=O)C(=CC=C1)OC (2,6-dimethoxybenzaldehyde), [Na].C(CC(=O)C(=O)OCC)(=O)OCC (diethyl oxalacetate sodium salt). Solvent: CCO (EtOH). Product: COC1=C(C(=CC=C1)OC)C1N(C(C(C1C(=O)OCC)=O)=O)CC1=CC=C(C=C1)OC(F)(F)F (ethyl 2-(2,6-dimethoxyphenyl)-4,5-dioxo-1-(4-(trifluoromethoxy)benzyl)pyrrolidine-3-carboxylate). Reaction SMILES: [F:1][C:2]([F:13])([F:12])[O:3][C:4]1[CH:9]=[CH:8][C:7]([CH2:10][NH2:11])=[CH:6][CH:5]=1.[CH3:14][O:15][C:16]1[CH:23]=[CH:22][CH:21]=[C:20]([O:24][CH3:25])[C:17]=1[CH:18]=O.[Na].[C:27]([O:37][CH2:38][CH3:39])(=[O:36])[CH2:28][C:29]([C:31](OCC)=[O:32])=[O:30]>CCO>[CH3:14][O:15][C:16]1[CH:23]=[CH:22][CH:21]=[C:20]([O:24][CH3:25])[C:17]=1[CH:18]1[CH:28]([C:27]([O:37][CH2:38][CH3:39])=[O:36])[C:29](=[O:30])[C:31](=[O:32])[N:11]1[CH2:10][C:7]1[CH:6]=[CH:5][C:4]([O:3][C:2]([F:12])([F:13])[F:1])=[CH:9][CH:8]=1 |f:2.3,^1:25|. Reported procedure: A solution of commercially available (4-(trifluoromethoxy)phenyl)methanamine (11.858 g; 60.17 mmol) and commercially available 2,6-dimethoxybenzaldehyde (10.000 g; 60.17 mmol) in anh. EtOH (160 ml) was treated with diethyl oxalacetate sodium salt (13.312 g; 60.17 mmol). The resulting mixture was then refluxed, under nitrogen, for 8 h. After cooling to rt, the reaction mixture was concentrated to dryness under reduced pressure. DCM was added and the resulting heterogeneous mixture was washed with... The reactants are NC=1C=C(C=CC1F)N(C1=CC=C2C(=N1)SC(=N2)NC(=O)C2CC2)C (N-{5-[(3-Amino-4-fluorophenyl)(methyl)amino][1,3]thiazolo[5,4-b]pyridin-2-yl}cyclopropanecarboxamide), N(=C=O)C1=CC=C(C=C1)C(F)(F)F (1-isocyanato-4-(trifluoromethyl)benzene). The solvent is CN(C=O)C (N,N-dimethylformamide), C(C)(=O)OCC (ethyl acetate). Run at time 12 hour. The product is FC1=C(C=C(C=C1)N(C1=CC=C2C(=N1)SC(=N2)NC(=O)C2CC2)C)NC(NC2=CC=C(C=C2)C(F)(F)F)=O (N-(5-{[4-fluoro-3-({[4-(trifluoromethyl)phenyl]carbamoyl}amino)phenyl](methyl)amino}[1,3]thiazolo[5,4-b]pyridin-2-yl)cyclopropanecarboxamide). Isolated yield 72.3%. As a reaction SMILES: [NH2:1][C:2]1[CH:3]=[C:4]([N:9]([CH3:25])[C:10]2[N:15]=[C:14]3[S:16][C:17]([NH:19][C:20]([CH:22]4[CH2:24][CH2:23]4)=[O:21])=[N:18][C:13]3=[CH:12][CH:11]=2)[CH:5]=[CH:6][C:7]=1[F:8].[N:26]([C:29]1[CH:34]=[CH:33][C:32]([C:35]([F:38])([F:37])[F:36])=[CH:31][CH:30]=1)=[C:27]=[O:28]>CN(C)C=O.C(OCC)(=O)C>[F:8][C:7]1[CH:6]=[CH:5][C:4]([N:9]([CH3:25])[C:10]2[N:15]=[C:14]3[S:16][C:17]([NH:19][C:20]([CH:22]4[CH2:23][CH2:24]4)=[O:21])=[N:18][C:13]3=[CH:12][CH:11]=2)=[CH:3][C:2]=1[NH:1][C:27](=[O:28])[NH:26][C:29]1[CH:34]=[CH:33][C:32]([C:35]([F:36])([F:38])[F:37])=[CH:31][CH:30]=1. Reported procedure: N-{5-[(3-Amino-4-fluorophenyl)(methyl)amino][1,3]thiazolo[5,4-b]pyridin-2-yl}cyclopropanecarboxamide (120 mg, 0.33 mmol) was dissolved in N,N-dimethylformamide (2.0 mL), 1-isocyanato-4-(trifluoromethyl)benzene (58 μL, 0.40 mmol) was added, and the mixture was stirred at room temperature for 12 hr. The reaction mixture was diluted with ethyl acetate (10 mL), and washed successively with saturated aqueous sodium hydrogen carbonate solution (10 ml) and saturated brine (10 mL). The organic layer was... The reactants are N1=CC(=CC=C1)OCCCCN (4-(3-pyridyloxy)butylamine), O=C([C@H](O)[C@@H](O)[C@@H](O)[C@H](O)C(=O)O)O (galactaric acid), O (Water). Solvent: C(C)O (ethanol). Yields the product O=C([C@H](O)[C@@H](O)[C@@H](O)[C@H](O)C(=O)O)O.N1=CC(=CC=C1)OCCCCN.N1=CC(=CC=C1)OCCCCN (4-(3-Pyridyloxy)butylamine Hemigalactarate). Reaction SMILES: [N:1]1[CH:6]=[CH:5][CH:4]=[C:3]([O:7][CH2:8][CH2:9][CH2:10][CH2:11][NH2:12])[CH:2]=1.[O:13]=[C:14]([OH:26])[C@@H:15]([C@H:17]([C@H:19]([C@@H:21]([C:23]([OH:25])=[O:24])[OH:22])[OH:20])[OH:18])[OH:16].O>C(O)C>[O:13]=[C:14]([OH:26])[C@@H:15]([C@H:17]([C@H:19]([C@@H:21]([C:23]([OH:25])=[O:24])[OH:22])[OH:20])[OH:18])[OH:16].[N:1]1[CH:6]=[CH:5][CH:4]=[C:3]([O:7][CH2:8][CH2:9][CH2:10][CH2:11][NH2:12])[CH:2]=1.[N:1]1[CH:6]=[CH:5][CH:4]=[C:3]([O:7][CH2:8][CH2:9][CH2:10][CH2:11][NH2:12])[CH:2]=1 |f:4.5.6|. Reported procedure: To a solution of 4-(3-pyridyloxy)butylamine (1.25 g, 7.50 mmol) in ethanol (12 mL) was added galactaric acid (0.791 g, 3.76 mmol). Water (3 mL) was added drop-wise, while warming the solution to reflux. To remove some white, insoluble solids, the warm solution was filtered through a glass wool plug, washing the filter plug with a warm solution of ethanol-water (4:1, v/v) (4 mL). The filtrate was diluted with ethanol (30 mL). The mixture was allowed to cool to ambient temperature and was further ... Starting materials: C1=CC=CC2=C1CCC=CC2=CC=CC(=O)OC (methyl 4-(8,9-dihydrobenzocyclohepten-5-ylidene)-2-butenoate). Solvent: C(C)(=O)OCC (ethyl acetate). The product is C1=CC=CC2=C1CCCCC2=CC=CCO (4-(8,9-Dihydro-6H,7H-benzocyclohepten-5-ylidene)-2-buten-1-ol). RXN SMILES: [CH:1]1[C:6]2[CH2:7][CH2:8][CH:9]=[CH:10][C:11](=[CH:12][CH:13]=[CH:14][C:15](OC)=[O:16])[C:5]=2[CH:4]=[CH:3][CH:2]=1>C(OCC)(=O)C>[CH:1]1[C:6]2[CH2:7][CH2:8][CH2:9][CH2:10][C:11](=[CH:12][CH:13]=[CH:14][CH2:15][OH:16])[C:5]=2[CH:4]=[CH:3][CH:2]=1. Procedure details: By the method of Preparation 2, except to quench into saturated NH4Cl and extract into ethyl acetate, methyl 4-(8,9-dihydrobenzocyclohepten-5-ylidene)-2-butenoate (7.7 g., 0.032 mol) was reduced to yield present title product which was recrystallized from isopropyl ether (3.8 g, 56%, mp: 108°-109° C.). 1H-NMR (CDCl3) delta: 7.61 (d, 7Hz, 1H); 7.25-7.02 (m, 3H); 5.51-5.79 (m, 2H); 4.02 d, 4Hz, 2H); 2.39-3.01 (m, 6H); 1.80-2.01 (m, 4H). Anal Calcd. for C15H20O2 : C, 7.55; H, 8.68. Found: C, 77.72;... Reactants: CN(C(C1=C(C=CC(=C1)O)NC(=O)OCC1=CC=CC=C1)=O)OC (N-methyl-N-methyloxy-2-benzyloxycarbonylamino-5-hydroxybenzamide), CI (methyl iodide), C([O-])([O-])=O.[K+].[K+] (potassium carbonate), ice water. Solvent: CN(C=O)C (N,N-dimethylformamide). Yields the product CN(C(C1=C(C=CC(=C1)OC)NC(=O)OCC1=CC=CC=C1)=O)OC (N-methyl-N-methyloxy 2-benzyloxycarbonylamino-5-methyloxy-benzamide), product. Reaction SMILES: [CH3:1][N:2]([O:23][CH3:24])[C:3](=[O:22])[C:4]1[CH:9]=[C:8]([OH:10])[CH:7]=[CH:6][C:5]=1[NH:11][C:12]([O:14][CH2:15][C:16]1[CH:21]=[CH:20][CH:19]=[CH:18][CH:17]=1)=[O:13].CI.[C:27](=O)([O-])[O-].[K+].[K+]>CN(C)C=O>[CH3:1][N:2]([O:23][CH3:24])[C:3](=[O:22])[C:4]1[CH:9]=[C:8]([O:10][CH3:27])[CH:7]=[CH:6][C:5]=1[NH:11][C:12]([O:14][CH2:15][C:16]1[CH:21]=[CH:20][CH:19]=[CH:18][CH:17]=1)=[O:13] |f:2.3.4|. Reported procedure: An N,N-dimethylformamide (8 ml) solution of N-methyl-N-methyloxy-2-benzyloxycarbonylamino-5-hydroxybenzamide (0.8 g), methyl iodide (0.2 g) and potassium carbonate (0.5 g) was stirred for 3 hours at 60° C. The reaction mixture was poured into ice-water, which was subjected to extraction with ethyl acetate. The organic layer was washed with water, which was dried over anhydrous sodium sulfate. The solvent was distilled off, and the residue was purified by means of a silica gel column chromatograp...